Dataset: the Open Reaction Database (ORD), a public repository of structured organic reaction records. Task: describe an organic reaction: reactants, conditions, products, and yield Reactants: CNC(=O)NC1=CC=CC=C1 (1-methyl-3-phenyl urea), O=CC(Cl)(Cl)Cl (chloral). The reagents and catalysts are Cl(=O)(=O)(=O)O (perchloric acid). Product: CN(C(=O)NC1=CC=CC=C1)C(C(Cl)(Cl)Cl)O (1-methyl-1-(1-hydroxy-2,2,2-trichloroethyl)-3-phenyl urea). As a reaction SMILES: [CH3:1][NH:2][C:3]([NH:5][C:6]1[CH:11]=[CH:10][CH:9]=[CH:8][CH:7]=1)=[O:4].[O:12]=[CH:13][C:14]([Cl:17])([Cl:16])[Cl:15]>Cl(O)(=O)(=O)=O>[CH3:1][N:2]([CH:13]([OH:12])[C:14]([Cl:17])([Cl:16])[Cl:15])[C:3]([NH:5][C:6]1[CH:11]=[CH:10][CH:9]=[CH:8][CH:7]=1)=[O:4]. Procedure details: 1-methyl-3-phenyl urea (7.5 g, 0.05 mol) was reacted with 7.5 g (0.05 mol) of chloral without solvent. The mixture was shaken for a short period of time. After, three drops of perchloric acid were added and the mixture heated gently for a few minutes to give a homogenous viscous oil. Upon cooling, a glass formed. The chemical analysis showed: %Cl, calculated 35.8, found 35.8; %N, calculated 9.4, found 8.0. Starting materials: ClC1=NC(=NC=C1C(F)(F)F)NC1=C(C=C(C(=O)NC2CCN(CC2)C)C=C1)OC (4-(4-chloro-5-trifluoromethyl-pyrimidin-2-ylamino)-3-methoxy-N-(1-methyl-piperidin-4-yl)-benzamide), N[C@H]1[C@@H](CCC1)O ((R,R)-2-aminocyclopentanol), Cl (HCl), [H-].[Na+] (NaH). Solvent: O1CCOCC1 (dioxane), O (H2O). Reaction conditions: time 30 minute. Yields the product N[C@H]1[C@@H](CCC1)OC1=NC(=NC=C1C(F)(F)F)NC1=C(C=C(C(=O)NC2CCN(CC2)C)C=C1)OC (4-[4-((1R,2R)-2-amino-cyclopentyloxy)-5-trifluoromethyl-pyrimidin-2-ylamino]-3-methoxy-N-(1-methyl-piperidin-4-yl)-benzamide). As a reaction SMILES: [NH2:1][C@@H:2]1[CH2:6][CH2:5][CH2:4][C@H:3]1[OH:7].Cl.[H-].[Na+].Cl[C:12]1[C:17]([C:18]([F:21])([F:20])[F:19])=[CH:16][N:15]=[C:14]([NH:22][C:23]2[CH:38]=[CH:37][C:26]([C:27]([NH:29][CH:30]3[CH2:35][CH2:34][N:33]([CH3:36])[CH2:32][CH2:31]3)=[O:28])=[CH:25][C:24]=2[O:39][CH3:40])[N:13]=1>O1CCOCC1.O>[NH2:1][C@@H:2]1[CH2:6][CH2:5][CH2:4][C@H:3]1[O:7][C:16]1[C:17]([C:18]([F:19])([F:21])[F:20])=[CH:12][N:13]=[C:14]([NH:22][C:23]2[CH:38]=[CH:37][C:26]([C:27]([NH:29][CH:30]3[CH2:31][CH2:32][N:33]([CH3:36])[CH2:34][CH2:35]3)=[O:28])=[CH:25][C:24]=2[O:39][CH3:40])[N:15]=1 |f:2.3|. Procedure details: (R,R)-2-aminocyclopentanol×HCl (155 mg) is added to a suspension of NaH (135.2 mg) in dioxane (0.75 mL) and stirred for 30 min at RT. Then 4-(4-chloro-5-trifluoromethyl-pyrimidin-2-ylamino)-3-methoxy-N-(1-methyl-piperidin-4-yl)-benzamide (250 mg) is added. After 18 h, H2O (50 mL) is added. The precipitate formed is filtered off, washed with H2O, dissolved in CH2Cl2 and extracted with aqueous KHSO4 solution (10%). The aqueous phase is made basic again with K2CO3 and extracted with CH2Cl2. The org... Starting materials: ClC1=[N+](C=CC=C1Cl)[O-] (2,3-Dichloropyridine N-oxide), [S-2].[Na+].[Na+] (sodium sulfide), CC1=C(CCl)C=C(C=C1)C (2,5-dimethylbenzyl chloride). Solvent: O (water). Reaction conditions: temperature 70 celsius. Yields the product ClC=1C(=[N+](C=CC1)[O-])SCC1=C(C=CC(=C1)C)C (3-Chloro-2-[[(2,5-dimethylphenyl)methyl]thio]pyridine 1-oxide). RXN SMILES: Cl[C:2]1[C:7]([Cl:8])=[CH:6][CH:5]=[CH:4][N+:3]=1[O-:9].[S-2:10].[Na+].[Na+].[CH3:13][C:14]1[CH:21]=[CH:20][C:19]([CH3:22])=[CH:18][C:15]=1[CH2:16]Cl>O>[Cl:8][C:7]1[C:2]([S:10][CH2:16][C:15]2[CH:18]=[C:19]([CH3:22])[CH:20]=[CH:21][C:14]=2[CH3:13])=[N+:3]([O-:9])[CH:4]=[CH:5][CH:6]=1 |f:1.2.3|. Procedure details: 2,3-Dichloropyridine N-oxide (4.3 g, 0.026 mole) (prepared according to U.S. Pat. No. 3,850,939) and sodium sulfide (3.4 g, 0.026 mole) were mixed with 25 mL of water then heated to 70° C. for two hours. The resulting mixture was cooled to room temperature and treated with 2,5-dimethylbenzyl chloride (4.3 g, 0.026 mole) drop wise. After the addition, the mixture was heated to 70° C. for four hours, then cooled in an ice bath. The precipitated solid was filtered and washed with cold toluene leavi... The reactants are C(C)(C)N1C(N(CC=2C1=NC(=NC2)SC)C=2C=C(C#N)C=C(C2)[N+](=O)[O-])=O (3-(1-Isopropyl-7-(methylthio)-2-oxo-1,2-dihydropyrimido[4,5-d]pyrimidin-3(4H)-yl)-5-nitrobenzonitrile), Cl (HCl). The reagents and catalysts are [Fe] (iron). Run in CO (methanol). Product: NC=1C=C(C#N)C=C(C1)N1C(N(C2=NC(=NC=C2C1)SC)C(C)C)=O (3-amino-5-(1-isopropyl-7-(methylthio)-2-oxo-1,2-dihydropyrimido[4,5-d]pyrimidin-3(4H)-yl)benzonitrile). The yield is 25.2%. As a reaction SMILES: [CH:1]([N:4]1[C:9]2=[N:10][C:11]([S:14][CH3:15])=[N:12][CH:13]=[C:8]2[CH2:7][N:6]([C:16]2[CH:17]=[C:18]([CH:21]=[C:22]([N+:24]([O-])=O)[CH:23]=2)[C:19]#[N:20])[C:5]1=[O:27])([CH3:3])[CH3:2].Cl>CO.[Fe]>[NH2:24][C:22]1[CH:21]=[C:18]([CH:17]=[C:16]([N:6]2[CH2:7][C:8]3[C:9](=[N:10][C:11]([S:14][CH3:15])=[N:12][CH:13]=3)[N:4]([CH:1]([CH3:2])[CH3:3])[C:5]2=[O:27])[CH:23]=1)[C:19]#[N:20]. Reported procedure: 3-(1-Isopropyl-7-(methylthio)-2-oxo-1,2-dihydropyrimido[4,5-d]pyrimidin-3(4H)-yl)-5-nitrobenzonitrile (1.2 g, 3.13 mmol), iron powder (1.75 g, 31 mmol) and conc HCl (0.5 ml, 6 mmol) were combined in methanol (100 mL) by the procedure of Example A10, step 4, to provide 3-amino-5-(1-isopropyl-7-(methylthio)-2-oxo-1,2-dihydropyrimido[4,5-d]pyrimidin-3(4H)-yl)benzonitrile (280 mg, 25% yield). 1H NMR (400 MHz, DMSO-d6): δ 8.27 (s, 1 H), 6.89 (m, 1 H), 6.86 (d, J=2.0 Hz, 1 H), 6.76 (t, J=2.0 Hz, 1 H),... Starting materials: O.[OH-].[Li+] (Lithium hydroxide monohydrate), COC(CC1=CC2=CC=C(C=C2C(=C1C)C1=CC=C(C=C1)S(NC1=CC=C(C=C1)F)(=O)=O)F)=O ({6-fluoro-4-[4-(4-fluoro-phenylsulfamoyl)-phenyl]-3-methyl-naphthalen-2-yl}-acetic acid methyl ester), C1CCOC1.O (THF H2O). The solvent is CCCCCC (hexane). Reaction conditions: time 16 hour. The product is FC=1C=C2C(=C(C(=CC2=CC1)CC(=O)O)C)C1=CC=C(C=C1)S(NC1=CC=C(C=C1)F)(=O)=O ({6-fluoro-4-[4-(4-fluoro-phenyl-sulfamoyl)-phenyl]-3-methyl-naphthalen-2-yl}-acetic acid). Yield: 77.4%. Reaction SMILES: O.[OH-].[Li+].C[O:5][C:6](=[O:37])[CH2:7][C:8]1[C:17]([CH3:18])=[C:16]([C:19]2[CH:24]=[CH:23][C:22]([S:25](=[O:35])(=[O:34])[NH:26][C:27]3[CH:32]=[CH:31][C:30]([F:33])=[CH:29][CH:28]=3)=[CH:21][CH:20]=2)[C:15]2[C:10](=[CH:11][CH:12]=[C:13]([F:36])[CH:14]=2)[CH:9]=1.C1COCC1.O>CCCCCC>[F:36][C:13]1[CH:14]=[C:15]2[C:10](=[CH:11][CH:12]=1)[CH:9]=[C:8]([CH2:7][C:6]([OH:37])=[O:5])[C:17]([CH3:18])=[C:16]2[C:19]1[CH:20]=[CH:21][C:22]([S:25](=[O:34])(=[O:35])[NH:26][C:27]2[CH:32]=[CH:31][C:30]([F:33])=[CH:29][CH:28]=2)=[CH:23][CH:24]=1 |f:0.1.2,4.5|. Reported procedure: Lithium hydroxide monohydrate (0.08 g, 0.19 mmol) was added to a stirred solution of {6-fluoro-4-[4-(4-fluoro-phenylsulfamoyl)-phenyl]-3-methyl-naphthalen-2-yl}-acetic acid methyl ester (0.023 g, 0.047 mmol) in a 3:1 mixture of THF—H2O mixture (4 mL). The reaction mixture was stirred for 16 hours at room temperature. The reaction mixture was concentrated to remove THF, and the crude material was diluted with water, acidified [pH˜2] with a 6 N aqueous solution of hydrochloric acid. The mixture wa...